From a dataset of the Open Reaction Database (ORD), a public repository of structured organic reaction records. describe an organic reaction: reactants, conditions, products, and yield The reactants are CN=C=O (methyl isocyanate), CN=C=O (Methyl isocyanate), NC=1C=NC=CC1COC1=CC=C(C2=CC=CC=C12)NC(=O)NC1=CC(=NN1C1=CC=C(C=C1)C)C(C)(C)C (1-(4-((3-aminopyridin-4-yl)methoxy)naphthalen-1-yl)-3-(3-tert-butyl-1-p-tolyl-1H-pyrazol-5-yl)urea), NC=1C=NC=CC1COC1=CC=C(C2=CC=CC=C12)NC(=O)NC1=CC(=NN1C1=CC=C(C=C1)C)C(C)(C)C (1-(4-((3-aminopyridin-4-yl)methoxy)naphthalen-1-yl)-3-(3-tert-butyl-1-p-tolyl-1H-pyrazol-5-yl)urea), N1=CC=CC=C1 (pyridine). Reaction conditions: time 2 hour. Yields the product CNC(NC1=NC=CC(=C1)COC1=CC=C(C2=CC=CC=C12)NC(=O)NC1=CC(=NN1C1=CC=C(C=C1)C)C(C)(C)C)=O (1-(4-((3-methylureidopyridin-4-yl)methoxy)naphthalen-1-yl)-3-(3-tert-butyl-1-p-tolyl-1H-pyrazol-5-yl)urea). The yield is 14.0%. RXN SMILES: [CH3:1][N:2]=[C:3]=[O:4].N[C:6]1[CH:7]=[N:8][CH:9]=[CH:10][C:11]=1[CH2:12][O:13][C:14]1[C:23]2[C:18](=[CH:19][CH:20]=[CH:21][CH:22]=2)[C:17]([NH:24][C:25]([NH:27][C:28]2[N:32]([C:33]3[CH:38]=[CH:37][C:36]([CH3:39])=[CH:35][CH:34]=3)[N:31]=[C:30]([C:40]([CH3:43])([CH3:42])[CH3:41])[CH:29]=2)=[O:26])=[CH:16][CH:15]=1.[N:44]1C=CC=CC=1>>[CH3:1][NH:2][C:3](=[O:4])[NH:44][C:9]1[CH:10]=[C:11]([CH2:12][O:13][C:14]2[C:23]3[C:18](=[CH:19][CH:20]=[CH:21][CH:22]=3)[C:17]([NH:24][C:25]([NH:27][C:28]3[N:32]([C:33]4[CH:34]=[CH:35][C:36]([CH3:39])=[CH:37][CH:38]=4)[N:31]=[C:30]([C:40]([CH3:42])([CH3:43])[CH3:41])[CH:29]=3)=[O:26])=[CH:16][CH:15]=2)[CH:6]=[CH:7][N:8]=1. Procedure: Methyl isocyanate (8.5 μl, 0.14 mmol) was added to a solution of 1-(4-((3-aminopyridin-4-yl)methoxy)naphthalen-1-yl)-3-(3-tert-butyl-1-p-tolyl-1H-pyrazol-5-yl)urea (Intermediate C) (50 mg, 0.10 mmol) in pyridine (1.0 mL). The reaction mixture was stirred for 2 hr at RT and a further portion of methyl isocyanate (8.5 μl, 0.14 mmol) was added and stirring continued for 72 hr at RT. The solvent was removed in vacuo and the crude product was purified by column chromatography (4 g, 10-25% MeOH in DCM... The reactants are O=C1OC2=C(C=C1NC(C(=O)OC)=CC(=O)OC)C=CC=C2 (2-[(2-oxo-2H-1-benzopyran-3-yl)amino]-2-butenedioic acid, dimethyl ester). Run in C1(=CC=CC=C1)OC1=CC=CC=C1 (diphenyl ether), CCCCCC (hexane). Product: O=C1C2=C(NC(=C1)C(=O)OC)C(OC1=C2C=CC=C1)=O (1,5-Dihydro-1,5-dioxo-4H-1-benzopyrano[3,4-b]pyridine-3-carboxylic acid, methyl ester). Isolated yield 93.5%. RXN SMILES: [O:1]=[C:2]1[C:7]([NH:8][C:9](=[CH:14][C:15]([O:17]C)=O)[C:10]([O:12][CH3:13])=[O:11])=[CH:6][C:5]2[CH:19]=[CH:20][CH:21]=[CH:22][C:4]=2[O:3]1>C1(OC2C=CC=CC=2)C=CC=CC=1.CCCCCC>[O:17]=[C:15]1[CH:14]=[C:9]([C:10]([O:12][CH3:13])=[O:11])[NH:8][C:7]2[C:2](=[O:1])[O:3][C:4]3[CH:22]=[CH:21][CH:20]=[CH:19][C:5]=3[C:6]1=2. Procedure details: A solution of 2-[(2-oxo-2H-1-benzopyran-3-yl)amino]-2-butenedioic acid, dimethyl ester (3.0 g, 0.0099 mole) in diphenyl ether (50 ml) is heated at 274-285 for 60 minutes under nitrogen. The reaction mixture is cooled and diluted with hexane. The product is filtered off and washed with ethyl acetate. Recrystallization from dimethyl formamide gives white crystals (2.51 g, 93%), mp 225-227. The reactants are BrC1=CC(=C(S1)C1=C(N=C2N1N=C(C=C2C(CC)CC)C)C)C (3-(5-bromo-3-methyl-thiophen-2-yl)-8-(1-ethyl-propyl)-2,6-dimethyl-imidazo[1,2-b]pyridazine), C1CCOC1 (THF), C(CCC)[Li] (n-Bu-Li), ICOC (iodo-methoxy-methane). The solvent is CCOC(=O)C (EtOAc). Product: C(C)C(CC)C=1C=2N(N=C(C1)C)C(=C(N2)C)C=2SC(=CC2C)COC (8-(1-ethyl-propyl)-3-(5-methoxymethyl-3-methyl-thiophen-2-yl)-2,6-dimethyl-imidazo[1,2-b]pyridazine). Isolated yield 44.0%. RXN SMILES: Br[C:2]1[S:6][C:5]([C:7]2[N:11]3[N:12]=[C:13]([CH3:21])[CH:14]=[C:15]([CH:16]([CH2:19][CH3:20])[CH2:17][CH3:18])[C:10]3=[N:9][C:8]=2[CH3:22])=[C:4]([CH3:23])[CH:3]=1.C1[CH2:28][O:27][CH2:26]C1.C([Li])CCC.ICOC>CCOC(C)=O>[CH2:17]([CH:16]([C:15]1[C:10]2[N:11]([C:7]([C:5]3[S:6][C:2]([CH2:26][O:27][CH3:28])=[CH:3][C:4]=3[CH3:23])=[C:8]([CH3:22])[N:9]=2)[N:12]=[C:13]([CH3:21])[CH:14]=1)[CH2:19][CH3:20])[CH3:18]. Procedure details: To a −78° C. solution of 3-(5-bromo-3-methyl-thiophen-2-yl)-8-(1-ethyl-propyl)-2,6-dimethyl-imidazo[1,2-b]pyridazine (0.30 g, 0.76 mmol) and THF (3 mL) is added 1.34 M n-Bu-Li (0.50 mL, 0.80 mmol). After 30 minutes iodo-methoxy-methane (0.097 mL, 1.15 mmol) is added and the solution warmed to ambient temperature. After 1 hour the solution is diluted with EtOAc (40 mL) washed with water (30 mL), brine (30 mL), dried over MgSO4, filtered and concentrated. The residue is purified by ISCO column chr... Starting materials: [Ag+], CC1(CBr)SC2C(NC(=O)Cc3ccccc3)C(=O)N2C1C(=O)OCC(Cl)(Cl)Cl, CC(C)O, F[B-](F)(F)F, C1CCOC1. The product is CC(C)OC1(C)CSC2C(NC(=O)Cc3ccccc3)C(=O)N2C1C(=O)OCC(Cl)(Cl)Cl. RXN SMILES: [Ag+:44].[Br:1][CH2:2][C:3]1([CH3:29])[S:4][CH:5]2[N:6]([CH:7]1[C:8](=[O:9])[O:10][CH2:11][C:12]([Cl:13])([Cl:14])[Cl:15])[C:16](=[O:28])[CH:17]2[NH:18][C:19]([CH2:20][c:21]1[cH:22][cH:23][cH:24][cH:25][cH:26]1)=[O:27].[CH:30]([CH3:31])([CH3:32])[OH:33].[F:39][B-:40]([F:41])([F:42])[F:43].[O:34]1[CH2:35][CH2:36][CH2:37][CH2:38]1>>[CH2:2]1[C:3]([CH3:29])([O:33][CH:30]([CH3:31])[CH3:32])[CH:7]([C:8](=[O:9])[O:10][CH2:11][C:12]([Cl:13])([Cl:14])[Cl:15])[N:6]2[CH:5]([S:4]1)[CH:17]([NH:18][C:19]([CH2:20][c:21]1[cH:22][cH:23][cH:24][cH:25][cH:26]1)=[O:27])[C:16]2=[O:28]. Starting materials: CN1CCC(O)CC1, CN(C)C=O, O=[N+]([O-])c1cc(F)cc(F)c1, [H-], [Na+], O. Product: CN1CCC(Oc2cc(F)cc([N+](=O)[O-])c2)CC1. Reaction SMILES: [CH3:1][N:2]1[CH2:3][CH2:4][CH:5]([OH:8])[CH2:6][CH2:7]1.[CH3:23][N:24]([CH3:25])[CH:26]=[O:27].[F:11][c:12]1[cH:13][c:14]([F:21])[cH:15][c:16]([N+:18](=[O:19])[O-:20])[cH:17]1.[H-:9].[Na+:10].[OH2:22]>>[CH3:1][N:2]1[CH2:3][CH2:4][CH:5]([O:8][c:14]2[cH:13][c:12]([F:11])[cH:17][c:16]([N+:18](=[O:19])[O-:20])[cH:15]2)[CH2:6][CH2:7]1.